From a dataset of the Open Reaction Database (ORD), a public repository of structured organic reaction records. describe an organic reaction: reactants, conditions, products, and yield Reactants: C(C1=CC=CC=C1)OC=1C=CC(=C(C1)C1=NC=2C(=NC(=CC2)CCl)N1)OC(C)C (2-[5-(benzyloxy)-2-isopropoxyphenyl]-5-(chloromethyl)-3H-imidazo[4,5-b]pyridine), [C-]#N.[K+] (potassium cyanide), O (Water). The solvent is CN(C=O)C (N,N-dimethylformamide). The product is C(C1=CC=CC=C1)OC=1C=CC(=C(C1)C1=NC=2C(=NC(=CC2)CC#N)N1)OC(C)C ({2-[5-(benzyloxy)-2-isopropoxyphenyl]-3H-imidazo[4,5-b]pyridin-5-yl}acetonitrile). Yield: 52.1%. As a reaction SMILES: [CH2:1]([O:8][C:9]1[CH:10]=[CH:11][C:12]([O:26][CH:27]([CH3:29])[CH3:28])=[C:13]([C:15]2[NH:25][C:18]3=[N:19][C:20]([CH2:23]Cl)=[CH:21][CH:22]=[C:17]3[N:16]=2)[CH:14]=1)[C:2]1[CH:7]=[CH:6][CH:5]=[CH:4][CH:3]=1.[C-:30]#[N:31].[K+].O>CN(C)C=O>[CH2:1]([O:8][C:9]1[CH:10]=[CH:11][C:12]([O:26][CH:27]([CH3:29])[CH3:28])=[C:13]([C:15]2[NH:25][C:18]3=[N:19][C:20]([CH2:23][C:30]#[N:31])=[CH:21][CH:22]=[C:17]3[N:16]=2)[CH:14]=1)[C:2]1[CH:7]=[CH:6][CH:5]=[CH:4][CH:3]=1 |f:1.2|. Procedure: A solution of 2-[5-(benzyloxy)-2-isopropoxyphenyl]-5-(chloromethyl)-3H-imidazo[4,5-b]pyridine (0.11 g) and potassium cyanide (30 mg) in N,N-dimethylformamide (5 ml) was stirred at 60° C. for 16 hr. Water was added to the reaction mixture, and the mixture was extracted with ethyl acetate. The extract was washed with water, dried over magnesium sulfate and concentrated. The residue was purified by preparative HPLC, and saturated aqueous sodium hydrogencarbonate solution was added to the obtained f... Reactants: CN1N=CC(=C1)C=1C=CC=2N(N1)C(=NN2)S (6-(1-methyl-1H-pyrazol-4-yl)-[1,2,4]triazolo[4,3-b]pyridazine-3-thiol), BrC=1C(=C2C=CC=NC2=CC1)[N+](=O)[O-] (6-bromo-5-nitro-quinoline), [OH-].[K+] (KOH). Solvent: CO.ClCCl (methanol dichloromethane), C(C)O (ethanol). Run at temperature 70 celsius, time 4 hour. Yields the product CN1N=CC(=C1)C=1C=CC=2N(N1)C(=NN2)SC=2C(=C1C=CC=NC1=CC2)[N+](=O)[O-] (6-[6-(1-methyl-1H-pyrazol-4-yl)-[1,2,4]triazolo[4,3-b]pyridazin-3-ylsulfanyl]-5-nitro-quinoline). Isolated yield 75.8%. RXN SMILES: [OH-].[K+].[CH3:3][N:4]1[CH:8]=[C:7]([C:9]2[CH:10]=[CH:11][C:12]3[N:13]([C:15]([SH:18])=[N:16][N:17]=3)[N:14]=2)[CH:6]=[N:5]1.Br[C:20]1[C:21]([N+:30]([O-:32])=[O:31])=[C:22]2[C:27](=[CH:28][CH:29]=1)[N:26]=[CH:25][CH:24]=[CH:23]2>C(O)C.CO.ClCCl>[CH3:3][N:4]1[CH:8]=[C:7]([C:9]2[CH:10]=[CH:11][C:12]3[N:13]([C:15]([S:18][C:20]4[C:21]([N+:30]([O-:32])=[O:31])=[C:22]5[C:27](=[CH:28][CH:29]=4)[N:26]=[CH:25][CH:24]=[CH:23]5)=[N:16][N:17]=3)[N:14]=2)[CH:6]=[N:5]1 |f:0.1,5.6|. Procedure: A solution of KOH (146 mg, 2.6 mmol) in ethanol (10 mL) was degassed by bubbling in nitrogen for 15 min. To the solution was added 6-(1-methyl-1H-pyrazol-4-yl)-[1,2,4]triazolo[4,3-b]pyridazine-3-thiol (500 mg, 2.15 mmol) and 6-bromo-5-nitro-quinoline (600 mg, 2.36 mmol). The reaction mixture was stirred at 70° C. for 4 h, then cooled to room temperature, diluted with 10% methanol/dichloromethane and adsorbed on silica gel. Purification by flash chromatography on silica gel using a gradient of 0-...